Dataset: the Open Reaction Database (ORD), a public repository of structured organic reaction records. Task: describe an organic reaction: reactants, conditions, products, and yield Reported procedure: Prepared from 1-acetyl-3-(1-ethoxy-1-phenylmethylene)-6-ethoxycarbonyl-2-indolinone and 4-[(2,6-dimethyl-piperidin-1-yl)-methyl]-aniline Rf value: 0.6 (silica gel, methylene chloride/ethanol=5:1) C32H35N3O3 Yields the product CC1N(C(CCC1)C)CC1=CC=C(N\C(\C2=CC=CC=C2)=C\2/C(NC3=CC(=CC=C23)C(=O)OCC)=O)C=C1 (3-Z-[1-(4-[(2,6-dimethyl-piperidin-1-yl)-methyl]-anilino)-1-phenyl-methylene]-6-ethoxycarbonyl-2-indolinone). Reaction SMILES: C([N:4]1[C:12]2[C:7](=[CH:8][CH:9]=[C:10]([C:13]([O:15][CH2:16][CH3:17])=[O:14])[CH:11]=2)[C:6](=[C:18](OCC)[C:19]2[CH:24]=[CH:23][CH:22]=[CH:21][CH:20]=2)[C:5]1=[O:28])(=O)C.[CH3:29][CH:30]1[CH2:35][CH2:34][CH2:33][CH:32]([CH3:36])[N:31]1[CH2:37][C:38]1[CH:44]=[CH:43][C:41]([NH2:42])=[CH:40][CH:39]=1>>[CH3:36][CH:32]1[CH2:33][CH2:34][CH2:35][CH:30]([CH3:29])[N:31]1[CH2:37][C:38]1[CH:39]=[CH:40][C:41]([NH:42]/[C:18](=[C:6]2\[C:5](=[O:28])[NH:4][C:12]3[C:7]\2=[CH:8][CH:9]=[C:10]([C:13]([O:15][CH2:16][CH3:17])=[O:14])[CH:11]=3)/[C:19]2[CH:24]=[CH:23][CH:22]=[CH:21][CH:20]=2)=[CH:43][CH:44]=1. Starting materials: C(C)(=O)N1C(C(C2=CC=C(C=C12)C(=O)OCC)=C(C1=CC=CC=C1)OCC)=O (1-acetyl-3-(1-ethoxy-1-phenylmethylene)-6-ethoxycarbonyl-2-indolinone), CC1N(C(CCC1)C)CC1=CC=C(N)C=C1 (4-[(2,6-dimethyl-piperidin-1-yl)-methyl]-aniline). Starting materials: N#Cc1ccncc1, N#Cc1cccnc1, N, [Na+], [OH-], O=C(O)c1ccncc1. Product: NC(=O)c1cccnc1. Reaction SMILES: [C:1]([c:2]1[cH:3][cH:4][n:5][cH:6][cH:7]1)#[N:8].[C:20](#[N:21])[c:22]1[cH:23][n:24][cH:25][cH:26][cH:27]1.[NH3:28].[Na+:10].[OH-:9].[OH:11][C:12]([c:13]1[cH:14][cH:15][n:16][cH:17][cH:18]1)=[O:19]>>[O:11]=[C:20]([NH2:21])[c:22]1[cH:23][n:24][cH:25][cH:26][cH:27]1. Reactants: C(C)(=O)NC1=C(C(=C(C(=O)O)C=C1S(NC1=C(C=CC=C1)NC(C)=O)(=O)=O)NC1=CC=CC=C1)NCC1=CC=CO1 (4-acetamidophenylamino-3-furfurylamino-5-(2-acetamidophenylsulfamoyl)-benzoic acid), [OH-].[Na+] (sodium hydroxide). The solvent is C(C)(=O)O (acetic acid). The product is NC1=CC=C(C=C1)NC1=C(C=C(C(=O)O)C=C1S(NC1=C(C=CC=C1)N)(=O)=O)NCC1=CC=CO1 (4-(4-aminophenylamino)-3-furfurylamino-5-(2-aminophenylsulfamoyl)-benzoic acid). As a reaction SMILES: C([NH:4][C:5]1[C:13]([S:14](=[O:27])(=[O:26])[NH:15][C:16]2[CH:21]=[CH:20][CH:19]=[CH:18][C:17]=2[NH:22]C(=O)C)=[CH:12][C:8]([C:9]([OH:11])=[O:10])=[C:7](NC2C=CC=CC=2)[C:6]=1[NH:35][CH2:36][C:37]1[O:41][CH:40]=[CH:39][CH:38]=1)(=O)C.[OH-].[Na+]>C(O)(=O)C>[NH2:4][C:5]1[CH:13]=[CH:12][C:8]([NH:4][C:5]2[C:13]([S:14](=[O:27])(=[O:26])[NH:15][C:16]3[CH:21]=[CH:20][CH:19]=[CH:18][C:17]=3[NH2:22])=[CH:12][C:8]([C:9]([OH:11])=[O:10])=[CH:7][C:6]=2[NH:35][CH2:36][C:37]2[O:41][CH:40]=[CH:39][CH:38]=2)=[CH:7][CH:6]=1 |f:1.2|. Procedure details: The mixture of 1.8 g of 4-(4-acetamidophenylamino-3-furfurylamino-5-(2-acetamidophenylsulfamoyl)-benzoic acid and 18 ml of 2 N aqueous sodium hydroxide is refluxed for 6 hours under nitrogen. After cooling to room temperature it is acidified with glacial acetic acid to a pH of 4-5, the precipitate collected and recrystallized from 6 ml of 50% aqueous ethanol, to yield the 4-(4-aminophenylamino)-3-furfurylamino-5-(2-aminophenylsulfamoyl)-benzoic acid melting at 182° with decomposition. Starting materials: C(C)(=O)OCCOC1=C(C(=NN1C)N)C1=CC=C(C=C1)C (2-{[3-amino-1-methyl-4-(4-methylphenyl)-1H-pyrazol-5-yl]oxy}ethyl acetate), C(C)(C)(C)C1=CC=C(C=C1)S(=O)(=O)Cl (4-tert-butylbenzenesulfonyl chloride), [OH-].[K+] (potassium hydroxide). The reagents and catalysts are S(=O)(=O)(O)[O-].C(CCC)[N+](CCCC)(CCCC)CCCC (tetrabutylammonium hydrogen sulfate). Run in ClCCl (dichloromethane), ClCCl (dichloromethane). Product: C(C)(=O)OCCOC1=C(C(=NN1C)N(S(=O)(=O)C1=CC=C(C=C1)C(C)(C)C)S(=O)(=O)C1=CC=C(C=C1)C(C)(C)C)C1=CC=C(C=C1)C (2-{[3-(bis{[4-(tert-butyl)phenyl]sulfonyl}amino)-1-methyl-4-(4-methylphenyl)-1H-pyrazol-5-yl]oxy}ethyl acetate). The yield is 10.4%. RXN SMILES: [C:1]([O:4][CH2:5][CH2:6][O:7][C:8]1[N:12]([CH3:13])[N:11]=[C:10]([NH2:14])[C:9]=1[C:15]1[CH:20]=[CH:19][C:18]([CH3:21])=[CH:17][CH:16]=1)(=[O:3])[CH3:2].[C:22]([C:26]1[CH:31]=[CH:30][C:29]([S:32](Cl)(=[O:34])=[O:33])=[CH:28][CH:27]=1)([CH3:25])([CH3:24])[CH3:23].[OH-:36].[K+]>ClCCl.S([O-])(O)(=O)=O.C([N+](CCCC)(CCCC)CCCC)CCC>[C:1]([O:4][CH2:5][CH2:6][O:7][C:8]1[N:12]([CH3:13])[N:11]=[C:10]([N:14]([S:32]([C:29]2[CH:30]=[CH:31][C:26]([C:22]([CH3:25])([CH3:24])[CH3:23])=[CH:27][CH:28]=2)(=[O:33])=[O:36])[S:32]([C:29]2[CH:30]=[CH:31][C:26]([C:22]([CH3:25])([CH3:24])[CH3:23])=[CH:27][CH:28]=2)(=[O:34])=[O:33])[C:9]=1[C:15]1[CH:20]=[CH:19][C:18]([CH3:21])=[CH:17][CH:16]=1)(=[O:3])[CH3:2] |f:2.3,5.6|. Procedure: To 2-{[3-amino-1-methyl-4-(4-methylphenyl)-1H-pyrazol-5-yl]oxy}ethyl acetate (Preparation 24) (155 mg) in dichloromethane (20 ml) at room temperature was added 4-tert-butylbenzenesulfonyl chloride (374 mg), tetrabutylammonium hydrogen sulfate (45 mg) and potassium hydroxide (374 mg) and then the mixture was sonicated for 5.25 hrs. The reaction was diluted with dichloromethane (100 ml) and washed with water (3×100 ml) and brine (100 ml). The organic fractions were combined, dried over magnesium s...